This data is from the Open Reaction Database (ORD), a public repository of structured organic reaction records. The task is: describe an organic reaction: reactants, conditions, products, and yield The reactants are Cl.ClC1=CC=C(CN(N)C2=CC=C(C=C2)F)C=C1 (1-(4-chlorobenzyl)-1-(4-fluorophenyl)hydrazine hydrochloride), C(CC)(=O)O.CC1C(CCCC1)=O (methyl-2-cyclohexanone propionate). Yields the product ClC1=CC=C(CN2C3=CC=C(C=C3C=3CCCC(C23)CCC(=O)O)F)C=C1 (3-[9-p-chlorobenzyl-6-fluoro-1,2,3,4-tetrahydrocarbazol-1-yl]-propanoic acid). RXN SMILES: Cl.[Cl:2][C:3]1[CH:18]=[CH:17][C:6]([CH2:7][N:8]([C:10]2[CH:15]=[CH:14][C:13]([F:16])=[CH:12][CH:11]=2)N)=[CH:5][CH:4]=1.[C:19]([OH:23])(=[O:22])[CH2:20][CH3:21].C[CH:25]1[CH2:30][CH2:29][CH2:28][CH2:27][C:26]1=O>>[Cl:2][C:3]1[CH:18]=[CH:17][C:6]([CH2:7][N:8]2[C:26]3[CH:27]([CH2:21][CH2:20][C:19]([OH:23])=[O:22])[CH2:28][CH2:29][CH2:30][C:25]=3[C:15]3[C:10]2=[CH:11][CH:12]=[C:13]([F:16])[CH:14]=3)=[CH:5][CH:4]=1 |f:0.1,2.3|. Procedure details: Following the procedure of Example 1, but using 1-(4-chlorobenzyl)-1-(4-fluorophenyl)hydrazine hydrochloride and methyl-2-cyclohexanone propionate as starting materials, the title compound was prepared. Starting materials: O=C1Cc2ccccc2N1Cc1ccccc1, C1CCNC1, CCO, O=Cc1ccc2cccccc1-2. Product: O=C1C(=Cc2ccc3cccccc2-3)c2ccccc2N1Cc1ccccc1. Reaction SMILES: [CH2:13]([c:14]1[cH:15][cH:16][cH:17][cH:18][cH:19]1)[N:20]1[C:21](=[O:29])[CH2:22][c:23]2[cH:24][cH:25][cH:26][cH:27][c:28]21.[CH2:30]1[CH2:31][NH:32][CH2:33][CH2:34]1.[CH3:35][CH2:36][OH:37].[CH:1](=[O:2])[c:3]1[cH:4][cH:5][c:6]2[cH:7][cH:8][cH:9][cH:10][cH:11][c:12]1-2>>[CH:1]([c:3]1[cH:4][cH:5][c:6]2[cH:7][cH:8][cH:9][cH:10][cH:11][c:12]1-2)=[C:22]1[C:21](=[O:29])[N:20]([CH2:13][c:14]2[cH:15][cH:16][cH:17][cH:18][cH:19]2)[c:28]2[c:23]1[cH:24][cH:25][cH:26][cH:27]2. Reactants: COC=1C=C2N=C(C(=NC2=CC1)O)O (6-methoxyquinoxaline-2,3-diol), O=S(Cl)Cl (SOCl2), Cl (HCl). The solvent is CN(C)C=O (DMF). Run at temperature 110 celsius, time 1.5 hour. The product is ClC=1C(=NC2=CC=C(C=C2N1)OC)O (3-chloro-6-methoxyquinoxalin-2-ol). As a reaction SMILES: [CH3:1][O:2][C:3]1[CH:4]=[C:5]2[C:10](=[CH:11][CH:12]=1)[N:9]=[C:8]([OH:13])[C:7](O)=[N:6]2.O=S(Cl)[Cl:17].Cl>CN(C=O)C>[Cl:17][C:7]1[C:8]([OH:13])=[N:9][C:10]2[C:5]([N:6]=1)=[CH:4][C:3]([O:2][CH3:1])=[CH:12][CH:11]=2. Procedure: A solution (1.53 M) of 6-methoxyquinoxaline-2,3-diol in DMF was treated with SOCl2 (1 eq) and heated at 110° C. After 1.5 h, the reaction mixture was cooled and poured into aqueous HCl (1 N). The resulting precipitate was filtered and washed with H2O and Et2O. The dried solid contained predominantly the title compound as a mixture with 6-methoxyquinoxaline-2,3-diol and 2,3-dichloro-6-methoxyquinoxaline. This material was used directly in the subsequent step. MS (ES+) m/z 211 (M+H)+ Reactants: CNCCCC(C#N)(c1ccc(OC)c(OC)c1)C(C)C, CC1CO1, CO. Product: COc1ccc(C(C#N)(CCCN(C)CC(C)O)C(C)C)cc1OC. As a reaction SMILES: [C:1](#[N:2])[C:3]([CH2:4][CH2:5][CH2:6][NH:7][CH3:8])([CH:9]([CH3:10])[CH3:11])[c:12]1[cH:13][c:14]([O:20][CH3:21])[c:15]([O:18][CH3:19])[cH:16][cH:17]1.[CH2:22]1[CH:23]([CH3:24])[O:25]1.[CH3:26][OH:27]>>[C:1](#[N:2])[C:3]([CH2:4][CH2:5][CH2:6][N:7]([CH3:8])[CH2:22][CH:23]([CH3:24])[OH:25])([CH:9]([CH3:10])[CH3:11])[c:12]1[cH:13][c:14]([O:20][CH3:21])[c:15]([O:18][CH3:19])[cH:16][cH:17]1. Starting materials: C1=CC=CC1 (cyclopentadiene), C(C)C(=O)C (methyl ethyl ketone), N1CCCC1 (pyrrolidine). Solvent: CO (methanol), CCOCC (ether), O (water). Yields the product CC(=C1C=CC=C1)CC (6-methyl-6-ethylfulvene). The yield is 50.6%. Reaction SMILES: [CH:1]1[CH2:5][CH:4]=[CH:3][CH:2]=1.[CH2:6]([C:8]([CH3:10])=O)[CH3:7].N1CCCC1>CO.CCOCC.O>[CH3:7][C:6]([CH2:8][CH3:10])=[C:2]1[CH:1]=[CH:5][CH:4]=[CH:3]1. Procedure details: To a solution of 10.00 g (151.3 mmol) of cyclopentadiene in 30 ml of methanol, 13.6 ml (151.8 mmol) of methyl ethyl ketone and 12.8 ml (153.3 mmol) of pyrrolidine were added with ice cooling, followed by stirring at room temperature for one night. After the reaction solution was diluted with 200 ml of ether, 100 ml of water was added. The organic phase was separated, washed with water and a saturated saline solution, then dried over anhydrous magnesium sulfate and filtered. From the filtrate, th... The reactants are O=C([O-])[O-], CC#N, O=Cc1cc(F)ccc1O, CI, [K+], [K+]. RXN SMILES: [C:13](=[O:14])([O-:15])[O-:16].[CH3:19][C:20]#[N:21].[F:1][c:2]1[cH:3][cH:4][c:5]([OH:10])[c:6]([CH:7]=[O:8])[cH:9]1.[I:11][CH3:12].[K+:17].[K+:18]>>[F:1][c:2]1[cH:3][cH:4][c:5]([O:10][CH3:13])[c:6]([CH:7]=[O:8])[cH:9]1. The product is COc1ccc(F)cc1C=O. Reactants: [Mg] (magnesium), BrC1=CC=C(C=C1)C(F)(F)F (4-bromobenzotrifluoride), FC1=CC2=C(C(=NO2)CCCN2CCC(CC2)=O)C=C1 (1-[3-(6-fluoro-1,2-benzisoxazol-3-yl)propyl]-4-piperidone), [Cl-].[NH4+] (ammonium chloride). Reagents/catalysts: BrC(C)Br (dibromoethane). Solvent: CCOCC (ether), O1CCCC1 (tetrahydrofuran), CCOCC (ether), CCOCC (ether), O1CCCC1 (tetrahydrofuran). Conditions: time 1 hour. Yields the product FC1=CC2=C(C(=NO2)CCCN2CCC(CC2)(C2=CC=C(C=C2)C(F)(F)F)O)C=C1 (1-[3-(6-Fluoro-1,2-benzisoxazol-3-yl)propyl]-4-hydroxy-4-(4-trifluoromethylphenyl)piperidine). Yield: 72.7%. As a reaction SMILES: [Mg].Br[C:3]1[CH:8]=[CH:7][C:6]([C:9]([F:12])([F:11])[F:10])=[CH:5][CH:4]=1.[F:13][C:14]1[CH:32]=[CH:31][C:17]2[C:18]([CH2:21][CH2:22][CH2:23][N:24]3[CH2:29][CH2:28][C:27](=[O:30])[CH2:26][CH2:25]3)=[N:19][O:20][C:16]=2[CH:15]=1.[Cl-].[NH4+]>BrC(Br)C.CCOCC.O1CCCC1>[F:13][C:14]1[CH:32]=[CH:31][C:17]2[C:18]([CH2:21][CH2:22][CH2:23][N:24]3[CH2:25][CH2:26][C:27]([OH:30])([C:3]4[CH:8]=[CH:7][C:6]([C:9]([F:12])([F:11])[F:10])=[CH:5][CH:4]=4)[CH2:28][CH2:29]3)=[N:19][O:20][C:16]=2[CH:15]=1 |f:3.4|. Procedure details: To a suspension of 1.2 g of magnesium shavings and a few drops of dibromoethane in 30 ml of ether was added a solution of 10.3 g of 4-bromobenzotrifluoride in 20 ml of ether at such a rate so as to maintain reflux of the mixture. After the addition was complete, the mixture was diluted with 35 ml of tetrahydrofuran, and a solution of 6.3 g of 1-[3-(6-fluoro-1,2-benzisoxazol-3-yl)propyl]-4-piperidone in 50 ml of tetrahydrofuran was slowly added. After one hr, the mixture was diluted with ether, p... The reactants are ClCCOC1=CC2=C(C=C3C(C(=CNC3=C2)C#N)=O)C=C1OC (8-(2-chloroethoxy)-7-methoxy-4-oxo-1,4-dihydrobenzo[g]quinoline-3-carbonitrile), N1=CC(=CC2=CC=CC=C12)C#N (quinoline-3-carbonitrile), P(=O)(Cl)(Cl)Cl (phosphorus oxychloride). Solvent: CN(C=O)C (dimethylformamide). Yields the product ClC1=C(C=NC2=CC3=C(C=C12)C=C(C(=C3)OCCCl)OC)C#N (4-chloro-7-methoxy-8(2-chloroethoxy)benzo[g]quinoline-3-carbonitrile). The yield is 87.0%. RXN SMILES: [Cl:1][CH2:2][CH2:3][O:4][C:5]1[C:21]([O:22][CH3:23])=[CH:20][C:8]2[CH:9]=[C:10]3[C:15](=[CH:16][C:7]=2[CH:6]=1)[NH:14][CH:13]=[C:12]([C:17]#[N:18])[C:11]3=O.N1C2C(=CC=CC=2)C=C(C#N)C=1.P(Cl)(Cl)([Cl:38])=O>CN(C)C=O>[Cl:38][C:11]1[C:10]2[C:15](=[CH:16][C:7]3[CH:6]=[C:5]([O:4][CH2:3][CH2:2][Cl:1])[C:21]([O:22][CH3:23])=[CH:20][C:8]=3[CH:9]=2)[N:14]=[CH:13][C:12]=1[C:17]#[N:18]. Procedure: To a slurry of 1.11 g of 8-(2-chloroethoxy)-7-methoxy-4-oxo-1,4-dihydrobenzo[g]quinoline-3-carbonitrile and 7-(2-chloroethoxy)-8-methoxy-4-oxo-1,4-dihydrobenzo]quinoline-3-carbonitrile (1:1 mixture) and 5 mL of phosphorus oxychloride is added 0.15 mL of anhydrous dimethylformamide. This is stirred and heated to reflux for 20 minutes using an oil bath, followed concentration in vacuo. The dark residue is quenched with 30 mL of cold water. The solid formed is collected, washed with water and dried... Reaction SMILES: [C:1]([C:3]1[CH:8]=[CH:7][C:6]([C:9]2[CH:14]=[CH:13][C:12]([OH:15])=[CH:11][CH:10]=2)=[CH:5][CH:4]=1)#[N:2].N1C=CC=CC=1.[CH2:22]([O:30][C:31](Cl)=[O:32])[CH2:23][CH2:24][CH2:25][CH2:26][CH2:27][CH2:28][CH3:29]>C1C=CC=CC=1>[C:31](=[O:32])([O:30][CH2:22][CH2:23][CH2:24][CH2:25][CH2:26][CH2:27][CH2:28][CH3:29])[O:15][C:12]1[CH:13]=[CH:14][C:9]([C:6]2[CH:5]=[CH:4][C:3]([C:1]#[N:2])=[CH:8][CH:7]=2)=[CH:10][CH:11]=1. Procedure details: 0.390 G. of 4'-cyano-4-hydroxy-biphenyl are dissolved in 10 ml. of absolute pyridine and reacted with 0.423 g. of chloroformic acid n-octyl ester as in Example 1. The 0.721 g. of brownish oil obtained according to the procedure described in Example 1 is dissolved in benzene and chromatographed on 40 g. of silica gel. Benzene elutes 0.620 g. of colorless crystals which are recrystallized from ether-hexane up to constant melting point and clearing point. The pure 4'-cyano-4-biphenylyl n-octyl carb... Reactants: C(#N)C1=CC=C(C=C1)C1=CC=C(C=C1)O (4'-cyano-4-hydroxy-biphenyl), N1=CC=CC=C1 (pyridine), C(CCCCCCC)OC(=O)Cl (chloroformic acid n-octyl ester). Product: C(OC1=CC=C(C=C1)C1=CC=C(C=C1)C#N)(OCCCCCCCC)=O (4'-cyano-4-biphenylyl n-octyl carbonate). Run in C1=CC=CC=C1 (benzene).